From a dataset of the Open Reaction Database (ORD), a public repository of structured organic reaction records. describe an organic reaction: reactants, conditions, products, and yield The reactants are C(C)(C)C(C(=O)[O-])C1=CC=C(C=C1)Cl.[K+] (potassium α-isopropyl-4-chlorophenylacetate), FC(C1=CC(=CC=C1)OC1=CC=CC=C1)Br (α-fluoro-3-phenoxy benzyl bromide), O (water). Run in CN(C=O)C (dimethylformamide). Conditions: time 2 hour. Yields the product C(C)(C)C(C(=O)OC(C1=CC(=CC=C1)OC1=CC=CC=C1)F)C1=CC=C(C=C1)Cl (α-fluoro-3-phenoxybenzyl α-isopropyl-4-chlorophenylacetate). Isolated yield 41.4%. RXN SMILES: [CH:1]([CH:4]([C:8]1[CH:13]=[CH:12][C:11]([Cl:14])=[CH:10][CH:9]=1)[C:5]([O-:7])=[O:6])([CH3:3])[CH3:2].[K+].[F:16][CH:17](Br)[C:18]1[CH:23]=[CH:22][CH:21]=[C:20]([O:24][C:25]2[CH:30]=[CH:29][CH:28]=[CH:27][CH:26]=2)[CH:19]=1.O>CN(C)C=O>[CH:1]([CH:4]([C:8]1[CH:13]=[CH:12][C:11]([Cl:14])=[CH:10][CH:9]=1)[C:5]([O:7][CH:17]([F:16])[C:18]1[CH:23]=[CH:22][CH:21]=[C:20]([O:24][C:25]2[CH:26]=[CH:27][CH:28]=[CH:29][CH:30]=2)[CH:19]=1)=[O:6])([CH3:3])[CH3:2] |f:0.1|. Procedure: A mixture of potassium α-isopropyl-4-chlorophenylacetate (0.91 g) and α-fluoro-3-phenoxy benzyl bromide (1.06 g) in dimethylformamide (10 ml) was stirred at ambient temperature over a period of 2 hours. The reaction mixture was poured into water and the aqueous solution was extracted with diethyl ether. The ether extract was washed with aqueous sodium carbonate solution and was then dried over anhydrous sodium sulfate. The ether was removed by distillation under reduced pressure and the residue ... Starting materials: BrCCCN1C(C=2C(C1=O)=CC=CC2)=O (N-(3-bromopropyl)phthalimide), OC1CCNCC1 (4-hydroxypiperidine), C([O-])([O-])=O.[K+].[K+] (potassium carbonate), CN(C=O)C (N,N-dimethylformamide). Solvent: C(C)(=O)OCC (ethyl acetate), O (water). Conditions: time 8 hour. The product is OC1CCN(CC1)CCCN1C(C2=CC=CC=C2C1=O)=O (2-(3-(4-Hydroxypiperidino)propyl)isoindolin-1,3-dione). Yield: 48.2%. Reaction SMILES: Br[CH2:2][CH2:3][CH2:4][N:5]1[C:9](=[O:10])[C:8]2=[CH:11][CH:12]=[CH:13][CH:14]=[C:7]2[C:6]1=[O:15].[OH:16][CH:17]1[CH2:22][CH2:21][NH:20][CH2:19][CH2:18]1.C(=O)([O-])[O-].[K+].[K+].CN(C)C=O>C(OCC)(=O)C.O>[OH:16][CH:17]1[CH2:22][CH2:21][N:20]([CH2:2][CH2:3][CH2:4][N:5]2[C:9](=[O:10])[C:8]3[C:7](=[CH:14][CH:13]=[CH:12][CH:11]=3)[C:6]2=[O:15])[CH2:19][CH2:18]1 |f:2.3.4|. Reported procedure: N-(3-bromopropyl)phthalimide (26.8 g), 4-hydroxypiperidine (15.0 g) and potassium carbonate (27.6 g) were added to N,N-dimethylformamide; and the reaction mixture was stirred at room temperature overnight. After the addition of water, extraction was performed with ethyl acetate; the organic layer was washed with water and brine, dried over anhydrous sodium sulfate, and concentrated under reduced pressure to yield the title compound (13.9 g).